Dataset: the Open Reaction Database (ORD), a public repository of structured organic reaction records. Task: describe an organic reaction: reactants, conditions, products, and yield Starting materials: CN1N=NC(=C1COC1=NC=C(C(=O)O)C=C1)C1=CC=CC=C1 (6-(3-methyl-5-phenyl-3H-[1,2,3]triazol-4-ylmethoxy)-nicotinic acid), C1(CC1)N (cyclopropylamine). Yields the product C1(CC1)NC(C1=CN=C(C=C1)OCC=1N(N=NC1C1=CC=CC=C1)C)=O (N-Cyclopropyl-6-(3-methyl-5-phenyl-3H-[1,2,3]triazol-4-ylmethoxy)-nicotinamide). Isolated yield 96.0%. As a reaction SMILES: [CH3:1][N:2]1[C:6]([CH2:7][O:8][C:9]2[CH:17]=[CH:16][C:12]([C:13]([OH:15])=O)=[CH:11][N:10]=2)=[C:5]([C:18]2[CH:23]=[CH:22][CH:21]=[CH:20][CH:19]=2)[N:4]=[N:3]1.[CH:24]1([NH2:27])[CH2:26][CH2:25]1>>[CH:24]1([NH:27][C:13](=[O:15])[C:12]2[CH:16]=[CH:17][C:9]([O:8][CH2:7][C:6]3[N:2]([CH3:1])[N:3]=[N:4][C:5]=3[C:18]3[CH:23]=[CH:22][CH:21]=[CH:20][CH:19]=3)=[N:10][CH:11]=2)[CH2:26][CH2:25]1. Reported procedure: As described for example 2b, 6-(3-methyl-5-phenyl-3H-[1,2,3]triazol-4-ylmethoxy)-nicotinic acid (155 mg, 0.5 mmol) was converted, using cyclopropylamine instead of 4-aminotetrahydropyran, to the title compound (167 mg, 96%) which was obtained as a white solid. MS: m/e=350.3 [M+H]+. Procedure: To a solution of 0.88 g of Compound [82], which had been obtained in Referential Example 12, dissolved in 25 ml of 80% aqueous formic acid, 1.8 g of Raney nickel were added, followed by heating under reflux for 1.5 hours. The reaction mixture was concentrated under reduced pressure. The residue so obtained was extracted with ethyl acetate. The extract was washed with aqueous sodium bicarbonate, dried over anhydrous magnesium sulfate and then filtered. The filtrate was concentrated under reduced ... Isolated yield 80.0%. RXN SMILES: [CH3:1][O:2][C:3]1[CH:8]=[CH:7][C:6]([N:9]2[C@@H:13]([CH3:14])[C@@H:12]([CH2:15][O:16][C:17]3[CH:24]=[CH:23][C:20]([C:21]#N)=[CH:19][CH:18]=3)[O:11][C:10]2=[O:25])=[CH:5][CH:4]=1.C(O)=[O:27]>[Ni]>[CH3:1][O:2][C:3]1[CH:8]=[CH:7][C:6]([N:9]2[C@@H:13]([CH3:14])[C@@H:12]([CH2:15][O:16][C:17]3[CH:24]=[CH:23][C:20]([CH:21]=[O:27])=[CH:19][CH:18]=3)[O:11][C:10]2=[O:25])=[CH:5][CH:4]=1. Reagents/catalysts: [Ni] (Raney nickel). Starting materials: COC1=CC=C(C=C1)N1C(O[C@@H]([C@@H]1C)COC1=CC=C(C#N)C=C1)=O (4-[(4S,5S)-(-)-3-(4-methoxyphenyl)-4-methyl-2-oxooxazolidin-5-yl]methoxybenzonitrile), C(=O)O (formic acid). Product: COC1=CC=C(C=C1)N1C(O[C@@H]([C@@H]1C)COC1=CC=C(C=O)C=C1)=O (4-[(4S,5S)-(-)-3-(4-methoxyphenyl)-4-methyl-2-oxooxazolidin-5-yl]methoxybenzaldehyde). Reactants: O=C([O-])[O-], ClCCl, N#CC(Cl)=CSC(Cl)=C(Cl)C#N, CC(Cl)Cl, [K+], [K+], O=S(=O)(Cl)Cl. Product: N#CC(Cl)=C(Cl)SC(Cl)=C(Cl)C#N. As a reaction SMILES: [C:13](=[O:14])([O-:15])[O-:16].[CH2:24]([Cl:25])[Cl:26].[Cl:1][C:2](=[CH:3][S:4][C:5](=[C:6]([C:7]#[N:8])[Cl:9])[Cl:10])[C:11]#[N:12].[Cl:27][CH:28]([Cl:29])[CH3:30].[K+:17].[K+:18].[S:19]([Cl:20])(=[O:21])([Cl:22])=[O:23]>>[Cl:1][C:2](=[C:3]([S:4][C:5](=[C:6]([C:7]#[N:8])[Cl:9])[Cl:10])[Cl:22])[C:11]#[N:12]. Reactants: CO (MeOH), IC=1OC(=CN1)C=1C=C2C(=NNC2=CC1)C (5-(2-iodooxazol-5-yl)-3-methyl-1H-indazole), COC1=CC=C(C=C1)CN ((4-methoxyphenyl)methanamine), CN1CCCC1=O (NMP), crude product. The solvent is C(Cl)Cl (DCM). Conditions: temperature 165 celsius. Product: COC1=CC=C(CNC=2OC(=CN2)C=2C=C3C(=NNC3=CC2)C)C=C1 (N-(4-methoxybenzyl)-5-(3-methyl-1H-indazol-5-yl)oxazol-2-amine). Yield: 1026.1%. Reaction SMILES: I[C:2]1[O:3][C:4]([C:7]2[CH:8]=[C:9]3[C:13](=[CH:14][CH:15]=2)[NH:12][N:11]=[C:10]3[CH3:16])=[CH:5][N:6]=1.[CH3:17][O:18][C:19]1[CH:24]=[CH:23][C:22]([CH2:25][NH2:26])=[CH:21][CH:20]=1.CN1C(=O)CCC1.CO>C(Cl)Cl>[CH3:17][O:18][C:19]1[CH:24]=[CH:23][C:22]([CH2:25][NH:26][C:2]2[O:3][C:4]([C:7]3[CH:8]=[C:9]4[C:13](=[CH:14][CH:15]=3)[NH:12][N:11]=[C:10]4[CH3:16])=[CH:5][N:6]=2)=[CH:21][CH:20]=1. Procedure: A glass microwave reaction vessel was charged with 5-(2-iodooxazol-5-yl)-3-methyl-1H-indazole (0.40 g, 123 μmol), (4-methoxyphenyl)methanamine (1.13 mL, 8620 μmol) and NMP (2.0 mL). The reaction mixture was stirred and heated in a Smith Synthesizer® microwave reactor (Personal Chemistry, Inc., Upssala, Sweden) at 165° C. for 10 minutes. The crude product was adsorbed onto a plug of silica gel and chromatographed through two stacked Redi-Sep® pre-packed silica gel column (12 g), eluting with a gr... Reactants: CCCCOC(=O)c1ccc(N(CC)Cc2cc(Br)ccc2O)nn1, CCCCI. Yields the product CCCCOC(=O)c1ccc(N(CC)Cc2cc(Br)ccc2OCCCC)nn1. RXN SMILES: [Br:6][c:7]1[cH:8][cH:9][c:10]([OH:30])[c:11]([CH2:12][N:13]([CH2:14][CH3:15])[c:16]2[cH:17][cH:18][c:19]([C:22](=[O:23])[O:24][CH2:25][CH2:26][CH2:27][CH3:28])[n:20][n:21]2)[cH:29]1.[I:1][CH2:2][CH2:3][CH2:4][CH3:5]>>[CH2:2]([CH2:3][CH2:4][CH3:5])[O:30][c:10]1[cH:9][cH:8][c:7]([Br:6])[cH:29][c:11]1[CH2:12][N:13]([CH2:14][CH3:15])[c:16]1[cH:17][cH:18][c:19]([C:22](=[O:23])[O:24][CH2:25][CH2:26][CH2:27][CH3:28])[n:20][n:21]1. Reactants: FC1=C(NC=2C(=CN(C(C2)=O)C)C(=O)OCC)C=CC(=C1)I (Ethyl 4-(2-fluoro-4-iodoanilino)-1-methyl-6-oxo-1,6-dihydro-3-pyridinecarboxylate), [OH-].[Na+] (NaOH). Isolated yield 100.0%. Reported procedure: Ethyl 4-(2-fluoro-4-iodoanilino)-1-methyl-6-oxo-1,6-dihydro-3-pyridinecarboxylate (140 mg, 0.34 mmol) was suspended in EtOH (10 mL), to which was added 1 M NaOH (10 mL). This mixture was stirred at R.T. for 15 h., then diluted with 1 M HCl (50 mL) and the resulting precipitate extracted into EtOAc (2×50 mL). The combined EtOAc fractions were dried (Na2SO4) and the solvent removed under reduced pressure to afford 4-(2-fluoro-4-iodoanilino)-1-methyl-6-oxo-1,6-dihydro-3-pyridinecarboxylic acid as a... Conditions: time 15 hour. As a reaction SMILES: [F:1][C:2]1[CH:21]=[C:20]([I:22])[CH:19]=[CH:18][C:3]=1[NH:4][C:5]1[C:6]([C:13]([O:15]CC)=[O:14])=[CH:7][N:8]([CH3:12])[C:9](=[O:11])[CH:10]=1.[OH-].[Na+]>CCO.Cl>[F:1][C:2]1[CH:21]=[C:20]([I:22])[CH:19]=[CH:18][C:3]=1[NH:4][C:5]1[C:6]([C:13]([OH:15])=[O:14])=[CH:7][N:8]([CH3:12])[C:9](=[O:11])[CH:10]=1 |f:1.2|. The solvent is Cl (HCl), CCO (EtOH). Yields the product FC1=C(NC=2C(=CN(C(C2)=O)C)C(=O)O)C=CC(=C1)I (4-(2-fluoro-4-iodoanilino)-1-methyl-6-oxo-1,6-dihydro-3-pyridinecarboxylic acid). Starting materials: COCN1C(=CC2=CC=CC(=C12)NS(=O)(=O)C=1SC=CC1)C=1SC(=CN1)C(=O)OCC (ethyl 2-{1-(methoxymethyl)-7-[(2-thienylsulfonyl)amino]-1H-indol-2-yl}-1,3-thiazole-5-carboxylate), CI (methyl iodide), C([O-])([O-])=O.[K+].[K+] (potassium carbonate), CN(C=O)C (N,N-dimethylformamide). The solvent is O (Water). Reaction conditions: time 8 hour. The product is COCN1C(=CC2=CC=CC(=C12)N(S(=O)(=O)C=1SC=CC1)C)C=1SC(=CN1)C(=O)OCC (Ethyl 2-{1-(methoxymethyl)-7-[methyl(2-thienylsulfonyl)amino]-1H-indol-2-yl}-1,3-thiazole-5-carboxylate). The yield is 96.7%. As a reaction SMILES: [CH3:1][O:2][CH2:3][N:4]1[C:12]2[C:7](=[CH:8][CH:9]=[CH:10][C:11]=2[NH:13][S:14]([C:17]2[S:18][CH:19]=[CH:20][CH:21]=2)(=[O:16])=[O:15])[CH:6]=[C:5]1[C:22]1[S:23][C:24]([C:27]([O:29][CH2:30][CH3:31])=[O:28])=[CH:25][N:26]=1.CI.[C:34](=O)([O-])[O-].[K+].[K+].CN(C)C=O>O>[CH3:1][O:2][CH2:3][N:4]1[C:12]2[C:7](=[CH:8][CH:9]=[CH:10][C:11]=2[N:13]([CH3:34])[S:14]([C:17]2[S:18][CH:19]=[CH:20][CH:21]=2)(=[O:16])=[O:15])[CH:6]=[C:5]1[C:22]1[S:23][C:24]([C:27]([O:29][CH2:30][CH3:31])=[O:28])=[CH:25][N:26]=1 |f:2.3.4|. Procedure details: A mixture of ethyl 2-{1-(methoxymethyl)-7-[(2-thienylsulfonyl)amino]-1H-indol-2-yl}-1,3-thiazole-5-carboxylate (2.19 g), methyl iodide (0.57 mL), potassium carbonate (0.95 g) and N,N-dimethylformamide (20 mL) was stirred at room temperature overnight. Water was added to the reaction mixture, and the obtained crystals were filtrated, washed with water and dried to give the title compound (2.18 g, yield 97%) as pale-yellow crystals. melting point 142-143° C. Starting materials: O1C(=CC=C1)C=1OC(=C(N1)/C=C/C1=CC=C(C=C1)/C=C/C=C/CO)C ((E,E,E)-5-[4-[2-[2-(2-Furyl)-5-methyl-4-oxazolyl]vinyl]phenyl]-2,4-pentadien-1-ol). Reagents/catalysts: [O-2].[O-2].[Mn+4] (manganese dioxide). Yields the product O1C(=CC=C1)C=1OC(=C(N1)/C=C/C1=CC=C(C=C1)/C=C/C=C/C=O)C ((E,E,E)-5-[4-[2-[2-(2-furyl)-5- methyl-4-oxazolyl]vinyl]phenyl]-2,4-pentadien-1-al). As a reaction SMILES: [O:1]1[CH:5]=[CH:4][CH:3]=[C:2]1[C:6]1[O:7][C:8]([CH3:25])=[C:9](/[CH:11]=[CH:12]/[C:13]2[CH:18]=[CH:17][C:16](/[CH:19]=[CH:20]/[CH:21]=[CH:22]/[CH2:23][OH:24])=[CH:15][CH:14]=2)[N:10]=1>[O-2].[O-2].[Mn+4]>[O:1]1[CH:5]=[CH:4][CH:3]=[C:2]1[C:6]1[O:7][C:8]([CH3:25])=[C:9](/[CH:11]=[CH:12]/[C:13]2[CH:14]=[CH:15][C:16](/[CH:19]=[CH:20]/[CH:21]=[CH:22]/[CH:23]=[O:24])=[CH:17][CH:18]=2)[N:10]=1 |f:1.2.3|. Reported procedure: (E,E,E)-5-[4-[2-[2-(2-Furyl)-5-methyl-4-oxazolyl]vinyl]phenyl]-2,4-pentadien-1-ol was oxidized with activated manganese dioxide in the same manner as in Reference Example 25 to yield (E,E,E)-5-[4-[2-[2-(2-furyl)-5- methyl-4-oxazolyl]vinyl]phenyl]-2,4-pentadien-1-al, which was then recrystallized from ethyl acetate to yield light brown prisms having a melting point of 179°-180° C. As a reaction SMILES: [CH2:1]([c:2]1[cH:3][cH:4][cH:5][cH:6][cH:7]1)[n:8]1[c:9](=[O:24])[c:10]([C:19](=[O:20])[O:21][CH2:22][CH3:23])[c:11]([OH:18])[c:12]2[cH:13][cH:14][cH:15][n:16][c:17]12.[CH3:37][c:38]1[cH:39][cH:40][cH:41][cH:42][cH:43]1.[NH2:25][c:26]1[c:27]([S:33](=[O:34])(=[O:35])[NH2:36])[cH:28][c:29]([Br:32])[cH:30][cH:31]1>>[CH2:1]([c:2]1[cH:3][cH:4][cH:5][cH:6][cH:7]1)[n:8]1[c:9](=[O:24])[c:10]([C:19](=[O:20])[NH:25][c:26]2[c:27]([S:33](=[O:34])(=[O:35])[NH2:36])[cH:28][c:29]([Br:32])[cH:30][cH:31]2)[c:11]([OH:18])[c:12]2[cH:13][cH:14][cH:15][n:16][c:17]12. Starting materials: CCOC(=O)c1c(O)c2cccnc2n(Cc2ccccc2)c1=O, Cc1ccccc1, Nc1ccc(Br)cc1S(N)(=O)=O. Yields the product NS(=O)(=O)c1cc(Br)ccc1NC(=O)c1c(O)c2cccnc2n(Cc2ccccc2)c1=O.